From a dataset of the Open Reaction Database (ORD), a public repository of structured organic reaction records. describe an organic reaction: reactants, conditions, products, and yield Reactants: NC1=NNC=C1C(=O)C1=CC=CC=C1 ((3-amino-1H-pyrazol-4-yl)phenyl-methanone), CN(C=CC(=O)C=1C=NC=CC1)C (3-dimethylamino-1-(3-pyridinyl)-2-propen-1-one). Run in C(C)(=O)O (acetic acid). Yields the product C1(=CC=CC=C1)C(=O)C=1C=NN2C1N=CC=C2C=2C=NC=CC2 (Phenyl[7-(3-pyridinyl)pyrazolo[1,5-a]pyrimidin-3-yl]methanone). Reaction SMILES: [NH2:1][C:2]1[C:6]([C:7]([C:9]2[CH:14]=[CH:13][CH:12]=[CH:11][CH:10]=2)=[O:8])=[CH:5][NH:4][N:3]=1.CN(C)[CH:17]=[CH:18][C:19]([C:21]1[CH:22]=[N:23][CH:24]=[CH:25][CH:26]=1)=O>C(O)(=O)C>[C:9]1([C:7]([C:6]2[CH:5]=[N:4][N:3]3[C:19]([C:21]4[CH:22]=[N:23][CH:24]=[CH:25][CH:26]=4)=[CH:18][CH:17]=[N:1][C:2]=23)=[O:8])[CH:10]=[CH:11][CH:12]=[CH:13][CH:14]=1. Procedure details: A reaction mixture of 1.87 g of (3-amino-1H-pyrazol-4-yl)phenyl-methanone and 1.76 g of 3-dimethylamino-1-(3-pyridinyl)-2-propen-1-one in 25 ml of glacial acetic acid was refluxed for 6 hours and then the solvent was removed in vacuo giving a crystalline residue. This residue was partitioned between saturated aqueous sodium bicarbonate and methylene chloride. The organic layer was dried with anhydrous sodium sulfate and then passed through a short pad of hydrous magnesium silicate. The addition ... The reactants are [Br-], O=C1OC(=O)C2CC=CCC12, C1CCOC1, COc1ccc([Mg+])cc1OC, ClCCl. Yields the product COc1ccc(C(=O)C2CC=CCC2C(=O)O)cc1OC. RXN SMILES: [Br-:1].[C:13]1(=[O:23])[CH:14]2[CH:15]([C:16](=[O:17])[O:18]1)[CH2:19][CH:20]=[CH:21][CH2:22]2.[CH2:24]1[O:25][CH2:26][CH2:27][CH2:28]1.[CH3:2][O:3][c:4]1[cH:5][c:6]([Mg+:12])[cH:7][cH:8][c:9]1[O:10][CH3:11].[Cl:29][CH2:30][Cl:31]>>[CH3:2][O:3][c:4]1[cH:5][c:6]([C:13]([CH:14]2[CH:15]([C:16](=[O:17])[OH:18])[CH2:19][CH:20]=[CH:21][CH2:22]2)=[O:23])[cH:7][cH:8][c:9]1[O:10][CH3:11].